This data is from the Open Reaction Database (ORD), a public repository of structured organic reaction records. The task is: describe an organic reaction: reactants, conditions, products, and yield RXN SMILES: [Cl:41][CH2:42][Cl:43].[O:23]1[CH:24]([O:29][NH2:30])[CH2:25][CH2:26][CH2:27][CH2:28]1.[OH:31][n:32]1[c:33]2[cH:34][cH:35][cH:36][cH:37][c:38]2[n:39][n:40]1.[c:1]1([CH2:7][N:8]2[CH2:9][CH2:10][N:11]([c:14]3[cH:15][cH:16][c:17]([C:18](=[O:19])[OH:20])[cH:21][cH:22]3)[CH2:12][CH2:13]2)[cH:2][cH:3][cH:4][cH:5][cH:6]1>>[c:1]1([CH2:7][N:8]2[CH2:9][CH2:10][N:11]([c:14]3[cH:15][cH:16][c:17]([C:18](=[O:19])[NH:30][O:29][CH:24]4[O:23][CH2:28][CH2:27][CH2:26][CH2:25]4)[cH:21][cH:22]3)[CH2:12][CH2:13]2)[cH:2][cH:3][cH:4][cH:5][cH:6]1. Starting materials: ClCCl, NOC1CCCCO1, On1nnc2ccccc21, O=C(O)c1ccc(N2CCN(Cc3ccccc3)CC2)cc1. Yields the product O=C(NOC1CCCCO1)c1ccc(N2CCN(Cc3ccccc3)CC2)cc1. The reactants are ClC=1C(=NC=C(C1)C(F)(F)F)C1=CC(=C(C=C1)O)NC(CCl)=O (3-chloro-2-[3-(2-chloroacetylamino)-4-hydroxyphenyl]-5-trifluoromethylpyridine), [H-].[Na+] (sodium hydride), ice water, C(C#C)Br (propargyl bromide). Solvent: CN(C=O)C (dimethylformamide), CN(C=O)C (dimethylformamide). Run at temperature 20 celsius, time 15 minute. Product: ClC=1C(=NC=C(C1)C(F)(F)F)C=1C=CC2=C(N(C(CO2)=O)CC#C)C1 (6-[3-Chloro-5-trifluoromethylpyridin-2-yl]-4-propargyl-2H-1,4-benzoxazin-3-one). Isolated yield 47.1%. As a reaction SMILES: [Cl:1][C:2]1[C:3]([C:12]2[CH:17]=[CH:16][C:15]([OH:18])=[C:14]([NH:19][C:20](=[O:23])[CH2:21]Cl)[CH:13]=2)=[N:4][CH:5]=[C:6]([C:8]([F:11])([F:10])[F:9])[CH:7]=1.[H-].[Na+].[CH2:26](Br)[C:27]#[CH:28]>CN(C)C=O>[Cl:1][C:2]1[C:3]([C:12]2[CH:17]=[CH:16][C:15]3[O:18][CH2:21][C:20](=[O:23])[N:19]([CH2:28][C:27]#[CH:26])[C:14]=3[CH:13]=2)=[N:4][CH:5]=[C:6]([C:8]([F:11])([F:10])[F:9])[CH:7]=1 |f:1.2|. Procedure: A solution of 3.6 g (11.0 mmol) of 3-chloro-2-[3-(2-chloroacetylamino)-4-hydroxyphenyl]-5-trifluoromethylpyridine in 50 ml of anhydrous dimethylformamide was added dropwise at 0° C. to a suspension of 0.4 g (12 mmol) of sodium hydride (80% strength in mineral oil) which had been freed of mineral oil and 50 ml of anhydrous dimethylformamide. After stirring for 15 minutes, 1.3 g (11.0 mmol) of propargyl bromide were added dropwise to this mixture. The reaction mixture was then slowly allowed to wa...